This data is from the Open Reaction Database (ORD), a public repository of structured organic reaction records. The task is: describe an organic reaction: reactants, conditions, products, and yield The reactants are NC1=NC(=CC(=N1)OC)OC (2-amino-4,6-dimethoxypyrimidine), CSC (methylsulfide), ClN1C(CCC1=O)=O (N-chlorosuccinimide). The solvent is C(Cl)Cl (methylene chloride), C(Cl)Cl (methylene chloride). Reaction conditions: temperature -20 celsius, time 2 hour. Product: CS(=NC1=NC(=CC(=N1)OC)OC)C (S,S-dimethyl-N-(4,6-dimethoxypyrimidin-2-yl)sulfilimine). The yield is 27.9%. Reaction SMILES: [NH2:1][C:2]1[N:7]=[C:6]([O:8][CH3:9])[CH:5]=[C:4]([O:10][CH3:11])[N:3]=1.[CH3:12][S:13][CH3:14].ClN1C(=O)CCC1=O>C(Cl)Cl>[CH3:12][S:13]([CH3:14])=[N:1][C:2]1[N:3]=[C:4]([O:10][CH3:11])[CH:5]=[C:6]([O:8][CH3:9])[N:7]=1. Procedure: To a solution of 15.5 g (0.10 mole) of 2-amino-4,6-dimethoxypyrimidine and 8 ml (0.109 mole) of methylsulfide in 100 ml of methylene chloride at -20° C. was added dropwise a solution of 13.3 g (0.10 mole) of N-chlorosuccinimide in 300 ml of methylene chloride. After addition, the resulting solution stirred at -20° C. for 2 hours and then warmed up to room temperature. The solution was stirred at room temperature for another hour. The solution was washed with 400 ml of 2.5% sodium hydroxide aqueo... The reactants are NC=1C=C2C=C(NC2=CC1)CO ((5-Aminoindol-2-yl)methan-1-ol), NC=1C=C2C=C(NC2=CC1)C(=O)OCC (Ethyl 5-aminoindole-2-carboxylate), [H-].[Al+3].[Li+].[H-].[H-].[H-] (lithium aluminum hydride). Reaction conditions: temperature 25 celsius, time 1 hour. Product: C(C)(C)(C)C1=CC=C(C=C1)/C=C/C(=O)NC=1C=C2C=C(NC2=CC1)CO ((2E)-3-[4-(tert-Butyl)phenyl]-N-[2-(hydroxymethyl)indol-5-yl]prop-2-enamide). As a reaction SMILES: [NH2:1][C:2]1[CH:3]=[C:4]2[C:8](=[CH:9][CH:10]=1)[NH:7][C:6]([CH2:11][OH:12])=[CH:5]2.N[C:14]1[CH:15]=[C:16]2[C:20](=[CH:21][CH:22]=1)N[C:18]([C:23]([O:25]CC)=O)=[CH:17]2.[H-].[Al+3].[Li+].[H-].[H-].[H-]>>[C:4]([C:22]1[CH:14]=[CH:15][C:16](/[CH:17]=[CH:18]/[C:23]([NH:1][C:2]2[CH:3]=[C:4]3[C:8](=[CH:9][CH:10]=2)[NH:7][C:6]([CH2:11][OH:12])=[CH:5]3)=[O:25])=[CH:20][CH:21]=1)([CH3:8])([CH3:5])[CH3:3] |f:2.3.4.5.6.7|. Procedure: (5-Aminoindol-2-yl)methan-1-ol. Ethyl 5-aminoindole-2-carboxylate, Example 74(a), (1.5 g, 7.3 mmol) was transferred to a round-bottomed flask and treated with lithium aluminum hydride (10 mL, 10 mmol, 1.0 M in THF, Aldrich) under N2. The reaction mixture was magnetically stirred at 25° C. for 1 h, then quenched by the dropwise addition of H2O (0.5 mL) followed by 20% aq. KOH (30 mL). The suspension was filtered and the aqueous phase extracted with EtOAc. The organic extract was concentrated in v... Starting materials: NC1=NC2=NC=C(N=C2C(=N1)N)CN(C1=CC=CC=C1)C1=CC=CC=C1 (N-[(2,4-diaminopteridin-6-yl)methyl]-N,N-diphenylamine), Br.NC=1N=C(C2=C(N1)N=CC(=C2)CBr)N (2,4-diamino-6-bromomethylpyrido[2,3-d]pyrimidine hydrobromide), C1=CC=CC=2NC3=CC=CC=C3CC12 (9,10-dihydroacridine), [H-].[Na+] (NaH). Yields the product NC=1N=C(C2=C(N1)N=CC(=C2)CN2C=1C=CC=CC1CC1=CC=CC=C21)N (N-[(2,4-Diaminopyrido[2,3-d]pyrimidin-6-yl)methyl]-9,10-dihydroacridine). Reaction SMILES: NC1N=C(N)C2C(=NC=C(CN(C3C=CC=CC=3)C3C=CC=CC=3)N=2)N=1.[CH:27]1[C:40]2[CH2:39][C:38]3[C:33](=[CH:34][CH:35]=[CH:36][CH:37]=3)[NH:32][C:31]=2[CH:30]=[CH:29][CH:28]=1.[H-].[Na+].Br.[NH2:44][C:45]1[N:46]=[C:47]([NH2:57])[C:48]2[CH:54]=[C:53]([CH2:55]Br)[CH:52]=[N:51][C:49]=2[N:50]=1>>[NH2:44][C:45]1[N:46]=[C:47]([NH2:57])[C:48]2[CH:54]=[C:53]([CH2:55][N:32]3[C:33]4[C:38](=[CH:37][CH:36]=[CH:35][CH:34]=4)[CH2:39][C:40]4[CH:27]=[CH:28][CH:29]=[CH:30][C:31]3=4)[CH:52]=[N:51][C:49]=2[N:50]=1 |f:2.3,4.5|. Procedure: N-[(2,4-Diaminopyrido[2,3-d]pyrimidin-6-yl)methyl]-9,10-dihydroacridine (Formula I: Ar=2,4-diaminopyrido[2,3-d]pyrimidin-6-yl; W=CH2; X=N; Z=CH2; m=n=0) is prepared similarly to N-[(2,4-diaminopteridin-6-yl)methyl]-N,N-diphenylamine as disclosed above by using 9,10-dihydroacridine (134 mg, 0.8 mmol), NaH (50 mg, 2.1 mmol), and 2,4-diamino-6-bromomethylpyrido[2,3-d]pyrimidine hydrobromide (100 mg, 0.3 mmol). The product can be purified by chromatography. Reactants: C[Si](C)(C)[N-][Si](C)(C)C, COc1cc2c(Cl)ncnc2cc1OCCCN1CCOCC1, COCCC#Cc1cc(Cl)c(N)c2c1OCO2, [Na+], CN(C)C=O. The product is COCCC#Cc1cc(Cl)c(Nc2ncnc3cc(OCCCN4CCOCC4)c(OC)cc23)c2c1OCO2. RXN SMILES: [CH3:41][Si:42]([N-:43][Si:44]([CH3:45])([CH3:46])[CH3:47])([CH3:48])[CH3:49].[Cl:1][c:2]1[n:3][cH:4][n:5][c:6]2[cH:7][c:8]([O:14][CH2:15][CH2:16][CH2:17][N:18]3[CH2:19][CH2:20][O:21][CH2:22][CH2:23]3)[c:9]([O:12][CH3:13])[cH:10][c:11]12.[Cl:24][c:25]1[c:26]([NH2:40])[c:27]2[c:28]([c:32]([C:34]#[C:35][CH2:36][CH2:37][O:38][CH3:39])[cH:33]1)[O:29][CH2:30][O:31]2.[Na+:50].[O:51]=[CH:52][N:53]([CH3:54])[CH3:55]>>[c:2]1([NH:40][c:26]2[c:25]([Cl:24])[cH:33][c:32]([C:34]#[C:35][CH2:36][CH2:37][O:38][CH3:39])[c:28]3[c:27]2[O:31][CH2:30][O:29]3)[n:3][cH:4][n:5][c:6]2[cH:7][c:8]([O:14][CH2:15][CH2:16][CH2:17][N:18]3[CH2:19][CH2:20][O:21][CH2:22][CH2:23]3)[c:9]([O:12][CH3:13])[cH:10][c:11]12. Starting materials: O=C(NCCF)c1cncc(Br)c1, Brc1ccc2nonc2c1. The product is O=C(NCCF)c1cncc(-c2ccc3nonc3c2)c1. Reaction SMILES: [Br:11][c:12]1[cH:13][n:14][cH:15][c:16]([C:17](=[O:18])[NH:19][CH2:20][CH2:21][F:22])[cH:23]1.[Br:1][c:2]1[cH:3][cH:4][c:5]2[c:6]([n:7][o:8][n:9]2)[cH:10]1>>[c:2]1(-[c:12]2[cH:13][n:14][cH:15][c:16]([C:17](=[O:18])[NH:19][CH2:20][CH2:21][F:22])[cH:23]2)[cH:3][cH:4][c:5]2[c:6]([n:7][o:8][n:9]2)[cH:10]1. The reactants are N#CCC(C(=O)N1C(=O)OCC1c1ccccc1)c1ccccc1F, C1CCOC1, Cl, O. The product is N#CCC(CO)c1ccccc1F. RXN SMILES: [C:1](#[N:2])[CH2:3][CH:4]([C:5](=[O:6])[N:7]1[CH:8]([c:9]2[cH:10][cH:11][cH:12][cH:13][cH:14]2)[CH2:15][O:16][C:17]1=[O:18])[c:19]1[c:20]([F:25])[cH:21][cH:22][cH:23][cH:24]1.[CH2:27]1[O:28][CH2:29][CH2:30][CH2:31]1.[ClH:26].[OH2:32]>>[C:1](#[N:2])[CH2:3][CH:4]([CH2:5][OH:6])[c:19]1[c:20]([F:25])[cH:21][cH:22][cH:23][cH:24]1.